From a dataset of the Open Reaction Database (ORD), a public repository of structured organic reaction records. describe an organic reaction: reactants, conditions, products, and yield As a reaction SMILES: [Br:1][c:2]1[n:3][cH:4][c:5]([CH3:8])[cH:6][cH:7]1.[CH3:37][O:38][CH2:39][CH2:40][O:41][CH3:42].[CH3:9][O:10][C:11]([c:12]1[cH:13][c:14]([Br:27])[cH:15][c:16]([B:18]2[O:19][C:20]([CH3:21])([CH3:22])[C:23]([CH3:24])([CH3:25])[O:26]2)[cH:17]1)=[O:28].[K+:34].[K+:35].[K+:36].[OH2:43].[P:29]([O-:30])([O-:31])([O-:32])=[O:33].[Pd:120].[c:101]1([P:102]([c:103]2[cH:104][cH:105][cH:106][cH:107][cH:108]2)[c:109]2[cH:110][cH:111][cH:112][cH:113][cH:114]2)[cH:115][cH:116][cH:117][cH:118][cH:119]1.[c:44]1([P:45]([c:46]2[cH:47][cH:48][cH:49][cH:50][cH:51]2)[c:52]2[cH:53][cH:54][cH:55][cH:56][cH:57]2)[cH:58][cH:59][cH:60][cH:61][cH:62]1.[c:63]1([P:64]([c:65]2[cH:66][cH:67][cH:68][cH:69][cH:70]2)[c:71]2[cH:72][cH:73][cH:74][cH:75][cH:76]2)[cH:77][cH:78][cH:79][cH:80][cH:81]1.[c:82]1([P:83]([c:84]2[cH:85][cH:86][cH:87][cH:88][cH:89]2)[c:90]2[cH:91][cH:92][cH:93][cH:94][cH:95]2)[cH:96][cH:97][cH:98][cH:99][cH:100]1>>[c:2]1(-[c:16]2[cH:15][c:14]([Br:27])[cH:13][c:12]([C:11]([O:10][CH3:9])=[O:28])[cH:17]2)[n:3][cH:4][c:5]([CH3:8])[cH:6][cH:7]1. Starting materials: Cc1ccc(Br)nc1, COCCOC, COC(=O)c1cc(Br)cc(B2OC(C)(C)C(C)(C)O2)c1, [K+], [K+], [K+], O, O=P([O-])([O-])[O-], [Pd], c1ccc(P(c2ccccc2)c2ccccc2)cc1, c1ccc(P(c2ccccc2)c2ccccc2)cc1, c1ccc(P(c2ccccc2)c2ccccc2)cc1, c1ccc(P(c2ccccc2)c2ccccc2)cc1. Product: COC(=O)c1cc(Br)cc(-c2ccc(C)cn2)c1. Starting materials: C(C1=CC=CC=C1)(=O)O (benzoic acid), C(C1=CC=CC=C1)(=O)O (benzoic acid), C(=O)(Cl)Cl (phosgene), C(CCC)N1C=CC(C=C1)=O (N-butyl-4-pyridone), C(=O)(Cl)Cl (phosgene). Solvent: C=1(C(=CC=CC1)C)C (xylene). Yields the product C(C1=CC=CC=C1)(=O)Cl (benzoyl chloride). Isolated yield 96.0%. RXN SMILES: [C:1]([OH:9])(=O)[C:2]1[CH:7]=[CH:6][CH:5]=[CH:4][CH:3]=1.C(N1C=CC(=O)C=C1)CCC.C(Cl)([Cl:23])=O>C1(C)C(C)=CC=CC=1>[C:1]([Cl:23])(=[O:9])[C:2]1[CH:7]=[CH:6][CH:5]=[CH:4][CH:3]=1. Reported procedure: The procedure described in Example 1 was used and was applied to a solution of 1 mol of benzoic acid in 140 g of xylene. The reaction was carried out in the presence of 10 mmols of N-butyl-4-pyridone. 120 g of phosgene were introduced in the course of 2 hours 40 minutes. The yield obtained after distillation is 98.5%. Infra-red spectrometry did not reveal any trace of benzoic anhydride in the residue. The latter was recycled and a further batch of one mol of benzoic acid was introduced into the ... The reactants are BrC1=CC=C(C=C1)[C@H](C)N1C(O[C@](CC1)(C1=CC=CC=C1)CCN(S(=O)(=O)C)C)=O (N-(2-((S)-3-((S)-1-(4-bromophenyl)ethyl)-2-oxo-6-phenyl-1,3-oxazinan-6-yl)ethyl)-N-methylmethanesulfonamide), CC1=NC=CC(=C1)B(O)O (2-methylpyridine-4-boronic acid). The product is CN(S(=O)(=O)C)CC[C@@]1(CCN(C(O1)=O)[C@@H](C)C1=CC=C(C=C1)C1=CC(=NC=C1)C)C1=CC=CC=C1 (N-methyl-N-(2-((S)-3-((S)-1-(4-(2-methylpyridin-4-yl)phenyl)ethyl)-2-oxo-6-phenyl-1,3-oxazinan-6-yl)ethyl)methanesulfonamide). RXN SMILES: Br[C:2]1[CH:7]=[CH:6][C:5]([C@@H:8]([N:10]2[CH2:15][CH2:14][C@:13]([CH2:22][CH2:23][N:24]([CH3:29])[S:25]([CH3:28])(=[O:27])=[O:26])([C:16]3[CH:21]=[CH:20][CH:19]=[CH:18][CH:17]=3)[O:12][C:11]2=[O:30])[CH3:9])=[CH:4][CH:3]=1.[CH3:31][C:32]1[CH:37]=[C:36](B(O)O)[CH:35]=[CH:34][N:33]=1>>[CH3:29][N:24]([CH2:23][CH2:22][C@@:13]1([C:16]2[CH:21]=[CH:20][CH:19]=[CH:18][CH:17]=2)[O:12][C:11](=[O:30])[N:10]([C@H:8]([C:5]2[CH:6]=[CH:7][C:2]([C:36]3[CH:35]=[CH:34][N:33]=[C:32]([CH3:31])[CH:37]=3)=[CH:3][CH:4]=2)[CH3:9])[CH2:15][CH2:14]1)[S:25]([CH3:28])(=[O:27])=[O:26]. Reported procedure: The title compound was prepared from N-(2-((S)-3-((S)-1-(4-bromophenyl)ethyl)-2-oxo-6-phenyl-1,3-oxazinan-6-yl)ethyl)-N-methylmethanesulfonamide and 2-methylpyridine-4-boronic acid following a procedure analogous to that described in Example 1 Step 2. LC-MS Method 2 tR=0.989, m/z=508.1; 1H NMR (CDCl3) 1.53 (d, 3H), 2.17-2.32 (m, 5H), 2.63 (s, 3H), 2.71 (s, 3H), 2.81 (s, 3H), 2.93 (m, 2H), 3.22 (m, 1H), 5.67 (m, 1H), 7.08 (m, 2H), 7.21 (s, 2H), 7.25 (m, 3H), 7.33 (m, 2H), 7.61 (s, 1H), 7.71 (d, 1... The reactants are [Cl-].[NH4+] (ammonium chloride), ClC1=NC=CC(=C1)OC1CCOCC1 (2-chloro-4-(tetrahydro-2H-pyran-4-yloxy)pyridine), Cl.Cl.N1CC(C1)C1=NC2=C(N1)C=CC(=C2)Cl (2-(azetidin-3-yl)-5-chloro-1H-benzo[d]imidazole dihydrochloride), C([O-])([O-])=O.[Cs+].[Cs+] (cesium carbonate). Run in C(C)(=O)OCC (Ethyl acetate), CN1CCCC1=O (NMP). Run at temperature 130 celsius. The product is ClC1=CC2=C(NC(=N2)C2CN(C2)C2=NC=CC(=C2)OC2CCOCC2)C=C1 (5-chloro-2-(1-(4-(tetrahydro-2H-pyran-4-yloxy)pyridin-2-yl)azetidin-3-yl)-1H-benzo[d]imidazole). Yield: 23.0%. As a reaction SMILES: Cl[C:2]1[CH:7]=[C:6]([O:8][CH:9]2[CH2:14][CH2:13][O:12][CH2:11][CH2:10]2)[CH:5]=[CH:4][N:3]=1.Cl.Cl.[NH:17]1[CH2:20][CH:19]([C:21]2[NH:25][C:24]3[CH:26]=[CH:27][C:28]([Cl:30])=[CH:29][C:23]=3[N:22]=2)[CH2:18]1.C(=O)([O-])[O-].[Cs+].[Cs+].[Cl-].[NH4+]>CN1C(=O)CCC1.C(OCC)(=O)C>[Cl:30][C:28]1[CH:27]=[CH:26][C:24]2[NH:25][C:21]([CH:19]3[CH2:18][N:17]([C:2]4[CH:7]=[C:6]([O:8][CH:9]5[CH2:14][CH2:13][O:12][CH2:11][CH2:10]5)[CH:5]=[CH:4][N:3]=4)[CH2:20]3)=[N:22][C:23]=2[CH:29]=1 |f:1.2.3,4.5.6,7.8|. Procedure: A mixture of 2-chloro-4-(tetrahydro-2H-pyran-4-yloxy)pyridine (0.060 g, 0.27 mmol), 2-(azetidin-3-yl)-5-chloro-1H-benzo[d]imidazole dihydrochloride (as described in Preparation 5) (0.076 g, 0.27 mmol), and cesium carbonate (0.35 g, 1.09 mmol) in NMP (0.5 mL) was heated to 130° C. for 24 h, then cooled to RT. Ethyl acetate and saturated aqueous ammonium chloride were added and the resulting biphasic mixture was separated. The organic layer was washed with water (2×), brine, dried over anhydrous m... Starting materials: CSCc1ccc(Cl)nc1, ClCCl, O=C([O-])Cc1ccccc1CC(=O)OI, N#CN. The product is CS(=O)Cc1ccc(Cl)nc1. As a reaction SMILES: [Cl:1][c:2]1[n:3][cH:4][c:5]([CH2:8][S:9][CH3:10])[cH:6][cH:7]1.[Cl:29][CH2:30][Cl:31].[I:14][O:15][C:16](=[O:17])[CH2:18][c:19]1[c:20]([CH2:21][C:22]([O-:23])=[O:24])[cH:25][cH:26][cH:27][cH:28]1.[NH2:11][C:12]#[N:13]>>[Cl:1][c:2]1[n:3][cH:4][c:5]([CH2:8][S:9]([CH3:10])=[O:15])[cH:6][cH:7]1. Reactants: solution, N1(N=CN=C1)C(C(=O)OC)C (methyl 2-(1,2,4-1H-triazol-1-yl)propionate), FC(OC1=CC=C(C=C1)Br)(F)F (4-trifluoromethoxybromobenzene), [Mg] (magnesium), II (iodine). Solvent: O1CCCC1 (tetrahydrofuran), O1CCCC1 (tetrahydrofuran), O1CCCC1 (tetrahydrofuran). Reaction conditions: temperature 40 celsius, time 2 hour. The product is FC(OC1=CC=C(C=C1)C(C(C)N1N=CN=C1)(O)C1=CC=C(C=C1)OC(F)(F)F)(F)F (1,1-bis(4-trifluoromethoxyphenyl)-2-(1,2,4-1H-triazol-1-yl)propanol). RXN SMILES: [F:1][C:2]([F:12])([F:11])[O:3][C:4]1[CH:9]=[CH:8][C:7](Br)=[CH:6][CH:5]=1.[Mg].II.[N:16]1([CH:21]([CH3:26])[C:22](OC)=[O:23])[CH:20]=[N:19][CH:18]=[N:17]1>O1CCCC1>[F:1][C:2]([F:12])([F:11])[O:3][C:4]1[CH:9]=[CH:8][C:7]([C:22]([C:7]2[CH:6]=[CH:5][C:4]([O:3][C:2]([F:1])([F:11])[F:12])=[CH:9][CH:8]=2)([OH:23])[CH:21]([N:16]2[CH:20]=[N:19][CH:18]=[N:17]2)[CH3:26])=[CH:6][CH:5]=1. Reported procedure: A solution of 4-trifluoromethoxybromobenzene (9.3 g) in dry tetrahydrofuran (40 cm3)was added dropwise to a stirred mixture of magnesium turnings (0.93 g), dry tetrahydrofuran (15 cm3) and a crystal of iodine under a nitrogen atmosphere and at the ambient temperature. The reaction was observed to have commenced after 4 cm3 of the solution had been added. After the addition was complete the mixture was stirred for a further 2 hours. A solution of methyl 2-(1,2,4-1H-triazol-1-yl)propionate (3.0 g)... The reactants are F[B-](F)(F)F, CCO, ClCCl, Cc1cc(C(=O)O)ccc1C(=O)N1CCCC1, CCN(C(C)C)C(C)C, CC(C)CC(N)c1nc2cc(Cl)ccc2[nH]1, Cl, C1CCOC1, CN(C)C(On1nnc2ccccc21)=[N+](C)C. The product is Cc1cc(C(=O)NC(CC(C)C)c2nc3cc(Cl)ccc3[nH]2)ccc1C(=O)N1CCCC1. Reaction SMILES: [B-:18]([F:19])([F:20])([F:21])[F:22].[CH2:71]([OH:72])[CH3:73].[CH2:74]([Cl:75])[Cl:76].[CH3:1][c:2]1[cH:3][c:4]([C:5](=[O:6])[OH:7])[cH:8][cH:9][c:10]1[C:11](=[O:12])[N:13]1[CH2:14][CH2:15][CH2:16][CH2:17]1.[CH:40]([N:41]([CH:42]([CH3:43])[CH3:44])[CH2:45][CH3:46])([CH3:47])[CH3:48].[Cl:49][c:50]1[cH:51][c:52]2[c:53]([nH:54][c:55]([CH:57]([CH2:58][CH:59]([CH3:60])[CH3:61])[NH2:62])[n:56]2)[cH:63][cH:64]1.[Cl:65].[O:66]1[CH2:67][CH2:68][CH2:69][CH2:70]1.[n:23]1([O:24][C:25]([N:26]([CH3:27])[CH3:28])=[N+:29]([CH3:30])[CH3:31])[c:32]2[cH:33][cH:34][cH:35][cH:36][c:37]2[n:38][n:39]1>>[CH3:1][c:2]1[cH:3][c:4]([C:5](=[O:7])[NH:62][CH:57]([c:55]2[nH:54][c:53]3[c:52]([cH:51][c:50]([Cl:49])[cH:64][cH:63]3)[n:56]2)[CH2:58][CH:59]([CH3:60])[CH3:61])[cH:8][cH:9][c:10]1[C:11](=[O:12])[N:13]1[CH2:14][CH2:15][CH2:16][CH2:17]1. Reactants: CC(C)(C)OC(=O)NC(CC(=O)[O-])C(=O)[O-], CC(=O)OC(C)=O, NC(CC(=O)[O-])C(=O)[O-], NC(CC(=O)O)C(=O)O. Yields the product CC(C)(C)OC(=O)NC1CC(=O)OC1=O. Reaction SMILES: [C:19](=[O:20])([O:21][C:22]([CH3:23])([CH3:24])[CH3:25])[NH:26][CH:27]([CH2:28][C:29](=[O:30])[O-:31])[C:32](=[O:33])[O-:34].[CH3:35][C:36]([O:37][C:38](=[O:39])[CH3:40])=[O:41].[NH2:10][CH:11]([C:12](=[O:13])[O-:14])[CH2:15][C:16](=[O:17])[O-:18].[NH2:1][CH:2]([C:3](=[O:4])[OH:5])[CH2:6][C:7](=[O:8])[OH:9]>>[C:19](=[O:20])([O:21][C:22]([CH3:23])([CH3:24])[CH3:25])[NH:26][CH:27]1[CH2:28][C:29](=[O:31])[O:34][C:32]1=[O:33]. The reactants are [H][H], CN1C(=O)c2ccc([N+](=O)[O-])cc2C1=O, O=[Ti]=O, O, [Pd]. Yields the product CN1C(=O)c2ccc(N)cc2C1=O. RXN SMILES: [H:16][H:17].[N+:1]([O-:2])(=[O:3])[c:4]1[cH:5][c:6]2[c:7]([cH:14][cH:15]1)[C:8](=[O:9])[N:10]([CH3:13])[C:11]2=[O:12].[O:18]=[Ti:19]=[O:20].[OH2:22].[Pd:21]>>[NH2:1][c:4]1[cH:5][c:6]2[c:7]([cH:14][cH:15]1)[C:8](=[O:9])[N:10]([CH3:13])[C:11]2=[O:12].